From a dataset of the Open Reaction Database (ORD), a public repository of structured organic reaction records. describe an organic reaction: reactants, conditions, products, and yield The reactants are C1(CCCC1)N(O)C(=O)C1=C(OC(=C1)C)C (N-cyclopentyl-2,5-dimethylfuran-3-hydroxamic acid), S(=O)(=O)(OC)OC (dimethyl sulfate), [OH-].[Na+] (sodium hydroxide), O (water). Run in ClCCl (dichloromethane). Reaction conditions: time 1 hour. Yields the product 12.1, CON(C(=O)C1=C(OC(=C1)C)C)C1CCCC1 (O-methyl-N-cyclopentyl-2,5-dimethylfuran-3-hydroxamic acid). As a reaction SMILES: [CH:1]1([N:6]([C:8]([C:10]2[CH:14]=[C:13]([CH3:15])[O:12][C:11]=2[CH3:16])=[O:9])[OH:7])[CH2:5][CH2:4][CH2:3][CH2:2]1.[OH-].[Na+].O.S(OC)(O[CH3:24])(=O)=O>ClCCl>[CH3:24][O:7][N:6]([CH:1]1[CH2:2][CH2:3][CH2:4][CH2:5]1)[C:8]([C:10]1[CH:14]=[C:13]([CH3:15])[O:12][C:11]=1[CH3:16])=[O:9] |f:1.2|. Reported procedure: 14.3 Parts of N-cyclopentyl-2,5-dimethylfuran-3-hydroxamic acid is dissolved in 100 parts of dichloromethane; to this solution there is added a solution of 7.7 parts of sodium hydroxide in 50 parts of water. 16.1 parts of dimethyl sulfate is then dripped into this mixture. After stirring the mixture for 1 hour, the dichloromethane phase is separated, washed with water until neutral, dried over anhydrous sodium sulfate and evaporated. There is obtained 12.1 parts of O-methyl-N-cyclopentyl-2,5-dim... Reactants: N[C@@H](C)C(=O)[C@H]1[C@@](O[C@@H]([C@H]([C@@H]1O)O)CO)(N(C(CCCCCCCCCCC)=O)CCCCCCCCCCCC)N (N-(2-L-alanyl-amino-2-deoxy-β-D-glucopyranosyl)-N-dodecyl-dodecanamide), C(=O)(OCC1=CC=CC=C1)NCC(=O)O (N-carbobenzoxy-glycine). Procedure: from N-(2-L-alanyl-amino-2-deoxy-β-D-glucopyranosyl)-N-dodecyl-dodecanamide and N-carbobenzoxy-glycine. Reaction SMILES: [NH2:1][C@H:2]([C:4]([C@@H:6]1[C@@H:11]([OH:12])[C@H:10]([OH:13])[C@@H:9]([CH2:14][OH:15])[O:8][C@@:7]1([NH2:42])[N:16]([CH2:30][CH2:31][CH2:32][CH2:33][CH2:34][CH2:35][CH2:36][CH2:37][CH2:38][CH2:39][CH2:40][CH3:41])[C:17](=[O:29])[CH2:18][CH2:19][CH2:20][CH2:21][CH2:22][CH2:23][CH2:24][CH2:25][CH2:26][CH2:27][CH3:28])=[O:5])[CH3:3].[C:43]([NH:53][CH2:54][C:55](O)=[O:56])([O:45][CH2:46][C:47]1[CH:52]=[CH:51][CH:50]=[CH:49][CH:48]=1)=[O:44]>>[C:43]([NH:53][CH2:54][C:55]([NH:1][C@H:2]([C:4]([C@@H:6]1[C@@H:11]([OH:12])[C@H:10]([OH:13])[C@@H:9]([CH2:14][OH:15])[O:8][C@@:7]1([NH2:42])[N:16]([CH2:30][CH2:31][CH2:32][CH2:33][CH2:34][CH2:35][CH2:36][CH2:37][CH2:38][CH2:39][CH2:40][CH3:41])[C:17](=[O:29])[CH2:18][CH2:19][CH2:20][CH2:21][CH2:22][CH2:23][CH2:24][CH2:25][CH2:26][CH2:27][CH3:28])=[O:5])[CH3:3])=[O:56])([O:45][CH2:46][C:47]1[CH:52]=[CH:51][CH:50]=[CH:49][CH:48]=1)=[O:44]. The product is C(=O)(OCC1=CC=CC=C1)NCC(=O)N[C@@H](C)C(=O)[C@H]1[C@@](O[C@@H]([C@H]([C@@H]1O)O)CO)(N(C(CCCCCCCCCCC)=O)CCCCCCCCCCCC)N (N-[2-(N-Carbobenzoxy-glycyl-L-alanyl)-amino-2-deoxy-β-D-glucopyranosyl]-N-dodecyl-dodecanamide). Reactants: NC1=NC=2C=C(C=CC2C2=C1N=C(N2CC(C)(O)C)COCC)OCC=2N=CSC2 (1-[4-amino-2-ethoxymethyl-7-(thiazol-4-ylmethoxy)-1H-imidazo[4,5-c]quinolin-1-yl]-2-methylpropan-2-ol), B(Br)(Br)Br (boron tribromide). Solvent: ClCCl (dichloromethane), Cl (hydrochloric acid), ClCCl (dichloromethane), C(Cl)(Cl)Cl (chloroform). Reaction conditions: time 30 minute. Yields the product NC1=NC=2C=C(C=CC2C2=C1N=C(N2CC(C)(O)C)CO)OCC=2N=CSC2 (1-[4-amino-2-hydroxymethyl-7-(thiazol-4-ylmethoxy)-1H-imidazo[4,5-c]quinolin-1-yl]-2-methylpropan-2-ol). Yield: 48.2%. Reaction SMILES: [NH2:1][C:2]1[C:11]2[N:12]=[C:13]([CH2:20][O:21]CC)[N:14]([CH2:15][C:16]([CH3:19])([OH:18])[CH3:17])[C:10]=2[C:9]2[CH:8]=[CH:7][C:6]([O:24][CH2:25][C:26]3[N:27]=[CH:28][S:29][CH:30]=3)=[CH:5][C:4]=2[N:3]=1.B(Br)(Br)Br>ClCCl.Cl.C(Cl)(Cl)Cl>[NH2:1][C:2]1[C:11]2[N:12]=[C:13]([CH2:20][OH:21])[N:14]([CH2:15][C:16]([CH3:17])([OH:18])[CH3:19])[C:10]=2[C:9]2[CH:8]=[CH:7][C:6]([O:24][CH2:25][C:26]3[N:27]=[CH:28][S:29][CH:30]=3)=[CH:5][C:4]=2[N:3]=1. Procedure: Under a nitrogen atmosphere, a solution of 1-[4-amino-2-ethoxymethyl-7-(thiazol-4-ylmethoxy)-1H-imidazo[4,5-c]quinolin-1-yl]-2-methylpropan-2-ol (400 mg, 0.94 mmol, which can be prepared as described in International Application No. PCT/US04/28021 Example 137) in dichloromethane (50 mL) was cooled to 0° C. in an ice bath. A solution to of boron tribromide in dichloromethane (3.76 mL of 1.0 M) was added slowly. The reaction mixture was allowed to slowly warm to ambient temperature overnight. The ... Reactants: O=C(NC1CCNC1)C12CC3CC(CC(C3)C1)C2, Cc1ccc(S(=O)(=O)OCCCc2ccc(Cl)cc2)cc1. Yields the product O=C(NC1CCN(CCCc2ccc(Cl)cc2)C1)C12CC3CC(CC(C3)C1)C2. As a reaction SMILES: [NH:1]1[CH2:2][CH:3]([NH:6][C:7](=[O:8])[C:9]23[CH2:10][CH:11]4[CH2:12][CH:13]([CH2:14][CH:15]([CH2:16]2)[CH2:17]4)[CH2:18]3)[CH2:4][CH2:5]1.[c:19]1([CH3:20])[cH:21][cH:22][c:23]([S:24]([O:25][CH2:29][CH2:30][CH2:31][c:32]2[cH:33][cH:34][c:35]([Cl:38])[cH:36][cH:37]2)(=[O:26])=[O:27])[cH:28][cH:39]1>>[N:1]1([CH2:29][CH2:30][CH2:31][c:32]2[cH:33][cH:34][c:35]([Cl:38])[cH:36][cH:37]2)[CH2:2][CH:3]([NH:6][C:7](=[O:8])[C:9]23[CH2:10][CH:11]4[CH2:12][CH:13]([CH2:14][CH:15]([CH2:16]2)[CH2:17]4)[CH2:18]3)[CH2:4][CH2:5]1.